Dataset: the Open Reaction Database (ORD), a public repository of structured organic reaction records. Task: describe an organic reaction: reactants, conditions, products, and yield Reactants: O=C([O-])[O-], COc1ccccc1O, CN(C)C=O, ClCCl, O=[N+]([O-])c1cccc(F)c1, [K+], [K+]. Yields the product COc1ccccc1Oc1cccc([N+](=O)[O-])c1. RXN SMILES: [C:20](=[O:21])([O-:22])[O-:23].[CH3:11][O:12][c:13]1[cH:14][cH:15][cH:16][cH:17][c:18]1[OH:19].[CH3:26][N:27]([CH3:28])[CH:29]=[O:30].[Cl:31][CH2:32][Cl:33].[F:1][c:2]1[cH:3][c:4]([N+:8](=[O:9])[O-:10])[cH:5][cH:6][cH:7]1.[K+:24].[K+:25]>>[c:2]1([O:19][c:18]2[c:13]([O:12][CH3:11])[cH:14][cH:15][cH:16][cH:17]2)[cH:3][c:4]([N+:8](=[O:9])[O-:10])[cH:5][cH:6][cH:7]1. The reactants are NC1=C(C(C(=CC1=NC1=CC=C(C=C1)O)C)=O)Cl (3-amino-2-chloro-4-[(4-hydroxyphenyl)imino]-6-methylcyclohexa-2,5-dien-1-one), S(=O)([O-])S(=O)[O-].[Na+].[Na+] (sodium hydrosulphite). Run in [OH-].[Na+] (sodium hydroxide), CO (methanol). The product is NC=1C(=C(C(=CC1NC1=CC=C(C=C1)O)C)O)Cl (3-amino-2-chloro-4-[(4-hydroxyphenyl)amino]-6-methylphenol). RXN SMILES: [NH2:1][C:2]1[C:7](=[N:8][C:9]2[CH:14]=[CH:13][C:12]([OH:15])=[CH:11][CH:10]=2)[CH:6]=[C:5]([CH3:16])[C:4](=[O:17])[C:3]=1[Cl:18].S(S([O-])=O)([O-])=O.[Na+].[Na+]>CO.[OH-].[Na+]>[NH2:1][C:2]1[C:3]([Cl:18])=[C:4]([OH:17])[C:5]([CH3:16])=[CH:6][C:7]=1[NH:8][C:9]1[CH:10]=[CH:11][C:12]([OH:15])=[CH:13][CH:14]=1 |f:1.2.3,5.6|. Reported procedure: 10 mg (0.04 mol) of 3-amino-2-chloro-4-[(4-hydroxyphenyl)imino]-6-methylcyclohexa-2,5-dien-1-one are added to a solution comprising 16 mg of sodium hydrosulphite in 500 μl of methanol and 5 μl of an aqueous sodium hydroxide solution. The reaction medium is stirred and then the solution is treated according to the usual procedure and characterized. 3-Amino-2-chloro-4-[(4-hydroxyphenyl)amino]-6-methylphenol (2a) is obtained. The reactants are ice, S(O)(O)(=O)=O (sulfuric acid), CN1N=NC2=C(C1=O)C=CS2 (3-methylthiopheno[2,3-d]1,2,3-triazin-4-one), [N+](=O)(O)[O-] (nitric acid). Conditions: time 1 hour. Product: CN1N=NC2=C(C1=O)C=C(S2)[N+](=O)[O-] (3-methyl-6-nitrothiopheno[2,3-d]1,2,3-triazin-4-one). Isolated yield 51.1%. RXN SMILES: S(=O)(=O)(O)O.[CH3:6][N:7]1[C:12](=[O:13])[C:11]2[CH:14]=[CH:15][S:16][C:10]=2[N:9]=[N:8]1.[N+:17]([O-])([OH:19])=[O:18]>>[CH3:6][N:7]1[C:12](=[O:13])[C:11]2[CH:14]=[C:15]([N+:17]([O-:19])=[O:18])[S:16][C:10]=2[N:9]=[N:8]1. Reported procedure: To an ice cold (−10° C.) solution of concentrated sulfuric acid (5 mL) was added 3-methylthiopheno[2,3-d]1,2,3-triazin-4-one (0.6 g, 3.6 mmol) for 10 min., nitric acid (0.4 mL, 9 mmol) was added to the above reaction mixture for 5 min and the mixture was attained to rt and stirred for 1 h. The mixture was poured into ice cold water and stirred for 15 min. The precipitated solid was filtered and purified by silica gel column chromatography using hexane-chloroform (1:1) as eluents to give the prod...